This data is from the Open Reaction Database (ORD), a public repository of structured organic reaction records. The task is: describe an organic reaction: reactants, conditions, products, and yield RXN SMILES: [C:1](=[O:2])([OH:3])[CH2:4][CH2:5][CH2:6][CH2:7][CH2:8][n:9]1[c:10](-[c:20]2[cH:21][n:22][cH:23][cH:24][cH:25]2)[c:11]([CH3:19])[c:12]2[cH:13][c:14]([Cl:18])[cH:15][cH:16][c:17]12.[CH3:30][c:31]1[cH:32][cH:33][cH:34][cH:35][cH:36]1.[S:26]([Cl:27])([Cl:28])=[O:29]>>[C:1](=[O:2])([CH2:4][CH2:5][CH2:6][CH2:7][CH2:8][n:9]1[c:10](-[c:20]2[cH:21][n:22][cH:23][cH:24][cH:25]2)[c:11]([CH3:19])[c:12]2[cH:13][c:14]([Cl:18])[cH:15][cH:16][c:17]12)[Cl:28]. Starting materials: Cc1c(-c2cccnc2)n(CCCCCC(=O)O)c2ccc(Cl)cc12, Cc1ccccc1, O=S(Cl)Cl. Yields the product Cc1c(-c2cccnc2)n(CCCCCC(=O)Cl)c2ccc(Cl)cc12. Reactants: O1CCN(CC1)CC(CC(C(C(C(F)(F)F)(F)F)(F)F)(F)F)O (1-morpholino-4,4,5,5,6,6,7,7,7-nonafluoro-2-heptanol), C(C)(=O)OC(C)=O (acetic anhydride). Run at temperature 50 celsius, time 10 hour. The product is C(C)(=O)OC(CN1CCOCC1)CC(C(C(C(F)(F)F)(F)F)(F)F)(F)F (1-morpholino-4,4,5,5,6,6,7,7,7-nonafluoro-2-heptyl acetate). Isolated yield 95.1%. Reaction SMILES: [O:1]1[CH2:6][CH2:5][N:4]([CH2:7][CH:8]([OH:23])[CH2:9][C:10]([F:22])([F:21])[C:11]([F:20])([F:19])[C:12]([F:18])([F:17])[C:13]([F:16])([F:15])[F:14])[CH2:3][CH2:2]1.[C:24](OC(=O)C)(=[O:26])[CH3:25]>>[C:24]([O:23][CH:8]([CH2:9][C:10]([F:21])([F:22])[C:11]([F:19])([F:20])[C:12]([F:17])([F:18])[C:13]([F:16])([F:14])[F:15])[CH2:7][N:4]1[CH2:5][CH2:6][O:1][CH2:2][CH2:3]1)(=[O:26])[CH3:25]. Procedure: To 36.3 g of 1-morpholino-4,4,5,5,6,6,7,7,7-nonafluoro-2-heptanol was added 11.2 g of acetic anhydride. The mixture was stirred at 50° C. for 10 hours. This was followed by conventional aqueous work-up and purification by silica gel column chromatography. There was obtained 38.5 g of 1-morpholino-4,4,5,5,6,6,7,7,7-nonafluoro-2-heptyl acetate (yield 95%). Reactants: C(C)(C)(C)OC(=O)N([C@H](C(=O)O)CC(C)(C)C)C ((S)-2-(tert-butoxycarbonyl(methyl)amino)-4,4-dimethylpentanoic acid), FC(C=1C=CC(=NC1)N1C[C@@H]2[C@H](C1)[C@H](CC2)N)(F)F ((3aR,4S,6aS)-2-(5-(trifluoromethyl)pyridin-2-yl)octahydrocyclopenta[c]pyrrol-4-amine), FC(C1=CC=CC(=N1)N1C[C@@H]2[C@H](C1)[C@H](CC2)N)(F)F ((3aR,4S,6aS)-2-(6-(trifluoromethyl)pyridin-2-yl)octahydrocyclopenta[c]pyrrol-4-amine). Yields the product CN[C@@H](CCCC)C(=O)N[C@H]1CC[C@@H]2CN(C[C@@H]21)C2=NC=C(C=C2)C(F)(F)F (N2-methyl-N-{(3aR,4S,6aS)-2-[5-(trifluoromethyl)pyridin-2-yl]octahydrocyclopenta[c]pyrrol-4-yl}-L-norleucinamide). Reaction SMILES: C(O[C:6]([N:8](C)[C@@H:9]([CH2:13][C:14]([CH3:17])([CH3:16])C)[C:10](O)=O)=[O:7])(C)(C)C.[F:19][C:20]([F:37])([F:36])[C:21]1[CH:22]=[CH:23][C:24]([N:27]2[CH2:31][C@@H]3[C@@H](N)CC[C@@H]3C2)=[N:25][CH:26]=1.FC(F)(F)[C:40]1N=[C:44]([N:46]2C[C@@H]3[C@@H](N)CC[C@@H]3[CH2:47]2)[CH:43]=[CH:42][CH:41]=1>>[CH3:47][NH:46][C@H:44]([C:6]([NH:8][C@@H:9]1[C@@H:13]2[C@@H:14]([CH2:16][N:27]([C:24]3[CH:23]=[CH:22][C:21]([C:20]([F:19])([F:36])[F:37])=[CH:26][N:25]=3)[CH2:31]2)[CH2:17][CH2:10]1)=[O:7])[CH2:43][CH2:42][CH2:41][CH3:40]. Reported procedure: The title compound was prepared by substituting N-(tert-butoxycarbonyl)-N-methyl-L-norleucine for (S)-2-(tert-butoxycarbonyl(methyl)amino)-4,4-dimethylpentanoic acid and (3aR,4S,6aS)-2-(5-(trifluoromethyl)pyridin-2-yl)octahydrocyclopenta[c]pyrrol-4-amine from Example 262 Step B for (3aR,4S,6aS)-2-(6-(trifluoromethyl)pyridin-2-yl)octahydrocyclopenta[c]pyrrol-4-amine in the procedure described in Example 587: 1H NMR (500 MHz, pyridine-d5) δ ppm 8.64-8.59 (m, 1H), 8.27 (d, J=7.5, 1H), 7.68 (dd, J=8...